From a dataset of the Open Reaction Database (ORD), a public repository of structured organic reaction records. describe an organic reaction: reactants, conditions, products, and yield Yield: 78.9%. Reactants: C(C1=CN=CC=C1)(=O)O (nicotinic acid), Cl.CN(CCCN=C=NCC)C (N-[3-(dimethylamino)-propyl]-N′-ethylcarbodiimide.hydrochloride), NC1=CC=C(CN2N=C(C=C(C2=O)C(=O)OC)C2=CC=C(C=C2)OC)C=C1 (2-(4-aminobenzyl)-4-methoxycarbonyl-6-(4-methoxyphenyl)-2H-pyridazin-3-one). Conditions: time 5 minute. Reaction SMILES: [C:1]([OH:9])(=O)[C:2]1[CH:7]=[CH:6][CH:5]=[N:4][CH:3]=1.Cl.CN(C)CCCN=C=NCC.[NH2:22][C:23]1[CH:48]=[CH:47][C:26]([CH2:27][N:28]2[C:33](=[O:34])[C:32]([C:35]([O:37][CH3:38])=[O:36])=[CH:31][C:30]([C:39]3[CH:44]=[CH:43][C:42]([O:45][CH3:46])=[CH:41][CH:40]=3)=[N:29]2)=[CH:25][CH:24]=1>O1CCCC1>[CH3:38][O:37][C:35]([C:32]1[C:33](=[O:34])[N:28]([CH2:27][C:26]2[CH:25]=[CH:24][C:23]([NH:22][C:1]([C:2]3[CH:3]=[N:4][CH:5]=[CH:6][CH:7]=3)=[O:9])=[CH:48][CH:47]=2)[N:29]=[C:30]([C:39]2[CH:40]=[CH:41][C:42]([O:45][CH3:46])=[CH:43][CH:44]=2)[CH:31]=1)=[O:36] |f:1.2|. Yields the product COC(=O)C=1C(N(N=C(C1)C1=CC=C(C=C1)OC)CC1=CC=C(C=C1)NC(=O)C=1C=NC=CC1)=O (4-Methoxycarbonyl-6-(4-methoxyphenyl)-2-[4-(3-pyridylcarbonylamino)benzyl]-2H-pyridazin-3-one). Run in O1CCCC1 (tetrahydrofuran), O1CCCC1 (tetrahydrofuran). Procedure: To a suspension of nicotinic acid (38 mg, 0.31 mmol) in tetrahydrofuran (2 ml), N-[3-(dimethylamino)-propyl]-N′-ethylcarbodiimide.hydrochloride (WSC.HCl) (60 mg,0.31 mmol) was added at room temperature, followed by stirring for 5 minutes. A solution of 2-(4-aminobenzyl)-4-methoxycarbonyl-6-(4-methoxyphenyl)-2H-pyridazin-3-one (76 mg, 0.21 mmol) in tetrahydrofuran (2 ml) was then added, followed by stirring at the same temperature for 13 hours. The solvent was distilled off under reduced pressure... The reactants are CCOc1ccc(-c2ccc3c(c2)C=C(C(=O)OC)CCN3C(=O)OC(C)(C)C)cc1OCC, CCOC(C)=O, Cl, [Na+], [OH-]. Product: CCOc1ccc(-c2ccc3c(c2)C=C(C(=O)OC)CCN3)cc1OCC. Reaction SMILES: [C:1]([O:2][C:3](=[O:4])[N:8]1[CH2:9][CH2:10][C:11]([C:31](=[O:32])[O:33][CH3:34])=[CH:12][c:13]2[c:14]1[cH:15][cH:16][c:17](-[c:19]1[cH:20][c:21]([O:28][CH2:29][CH3:30])[c:22]([O:25][CH2:26][CH3:27])[cH:23][cH:24]1)[cH:18]2)([CH3:5])([CH3:6])[CH3:7].[CH3:38][CH2:39][O:40][C:41](=[O:42])[CH3:43].[ClH:35].[Na+:37].[OH-:36]>>[NH:8]1[CH2:9][CH2:10][C:11]([C:31](=[O:32])[O:33][CH3:34])=[CH:12][c:13]2[c:14]1[cH:15][cH:16][c:17](-[c:19]1[cH:20][c:21]([O:28][CH2:29][CH3:30])[c:22]([O:25][CH2:26][CH3:27])[cH:23][cH:24]1)[cH:18]2. Procedure: A solution of 5-phenyl-2,4-pentadienal (15 g) and 3-(triphenylphosphonium)-propionic acid chloride (35.2 g) in 140 mL each of anhydrous tetrahydrofuran and anhydrous dimethyl sulfoxide was added dropwise to sodium hydride (4.6 g) at 0-5° C. under nitrogen over a period of four hours. The reaction was allowed to warm to room temperature and stirred overnight. The reaction mixture was cooled to 0-5° C. and water (280 mL) was added dropwise over a period of 30 minutes. The aqueous layer was extract... The solvent is CS(=O)C (dimethyl sulfoxide). The product is C1(=CC=CC=C1)C=CC=CC=CCC(=O)O (8-phenyl-3,5,7-octatrienoic acid). Reaction SMILES: [C:1]1([CH:7]=[CH:8][CH:9]=[CH:10][CH:11]=O)[CH:6]=[CH:5][CH:4]=[CH:3][CH:2]=1.[H-].[Na+].[OH2:15].[O:16]1[CH2:20][CH2:19][CH2:18]C1>CS(C)=O>[C:1]1([CH:7]=[CH:8][CH:9]=[CH:10][CH:11]=[CH:18][CH2:19][C:20]([OH:16])=[O:15])[CH:2]=[CH:3][CH:4]=[CH:5][CH:6]=1 |f:1.2|. Reactants: O (water), C1(=CC=CC=C1)C=CC=CC=O (5-phenyl-2,4-pentadienal), 3-(triphenylphosphonium) propionic acid chloride, [H-].[Na+] (sodium hydride), O1CCCC1 (tetrahydrofuran). Reaction conditions: time 8 hour. Run at temperature 50 celsius, time 20 minute. Reported procedure: 10 mL of concentrated sulfuric acid was added to 1.00 g (1.98 mmol) of 6,8-difluoro-2-(3-fluoro-4-pivaloylaminophenyl)-7-hydroxymethyl-5-pivaloylamino-4H-1-benzopyran-4-one obtained in Example 118 (4) and the mixture was stirred at 50° C. for 20 minutes. The reaction solution was cooled on ice, ice water was added and the precipitated crystals were collected by filtration. The crystals were purified by silica gel column chromatography (chloroform:methanol=9:1-chloroform:methanol:aqueous ammonia=... Yield: 36.0%. RXN SMILES: [F:1][C:2]1[C:3]([CH2:35][OH:36])=[C:4]([F:34])[C:5]2[O:10][C:9]([C:11]3[CH:16]=[CH:15][C:14]([NH:17]C(=O)C(C)(C)C)=[C:13]([F:24])[CH:12]=3)=[CH:8][C:7](=[O:25])[C:6]=2[C:26]=1[NH:27]C(=O)C(C)(C)C.[S:37](=O)(=[O:40])([OH:39])[OH:38]>>[NH2:27][C:26]1[C:6]2[C:7](=[O:25])[CH:8]=[C:9]([C:11]3[CH:16]=[CH:15][C:14]([NH2:17])=[C:13]([F:24])[CH:12]=3)[O:10][C:5]=2[C:4]([F:34])=[C:3]([CH2:35][O:36][S:37]([OH:40])(=[O:39])=[O:38])[C:2]=1[F:1]. Starting materials: FC=1C(=C(C2=C(C(C=C(O2)C2=CC(=C(C=C2)NC(C(C)(C)C)=O)F)=O)C1NC(C(C)(C)C)=O)F)CO (6,8-difluoro-2-(3-fluoro-4-pivaloylaminophenyl)-7-hydroxymethyl-5-pivaloylamino-4H-1-benzopyran-4-one), S(O)(O)(=O)=O (sulfuric acid), ice water. Yields the product NC1=C(C(=C(C2=C1C(C=C(O2)C2=CC(=C(C=C2)N)F)=O)F)COS(=O)(=O)O)F (5-Amino-2-(4-amino-3-fluorophenyl)-6,8-difluoro-7-hydroxysulfonyloxymethyl-4H-1-benzopyran-4-one). Starting materials: C1CCNCC1, CN(C)CCOc1ccc(Nc2ccn3ncc(C=O)c3n2)cc1, CCO, O=C1CNC(=O)N1. Product: CN(C)CCOc1ccc(Nc2ccn3ncc(C=C4NC(=O)NC4=O)c3n2)cc1. RXN SMILES: [CH2:32]1[CH2:33][CH2:34][NH:35][CH2:36][CH2:37]1.[CH3:1][N:2]([CH2:3][CH2:4][O:5][c:6]1[cH:7][cH:8][c:9]([NH:12][c:13]2[n:14][c:15]3[n:16]([cH:17][cH:18]2)[n:19][cH:20][c:21]3[CH:22]=[O:23])[cH:10][cH:11]1)[CH3:24].[CH3:38][CH2:39][OH:40].[O:25]=[C:26]1[CH2:27][NH:28][C:29](=[O:30])[NH:31]1>>[CH3:1][N:2]([CH2:3][CH2:4][O:5][c:6]1[cH:7][cH:8][c:9]([NH:12][c:13]2[n:14][c:15]3[n:16]([cH:17][cH:18]2)[n:19][cH:20][c:21]3[CH:22]=[C:27]2[C:26](=[O:25])[NH:31][C:29](=[O:30])[NH:28]2)[cH:10][cH:11]1)[CH3:24]. Yields the product FC(C1NCCNC1)(F)F (2-(trifluoromethyl)piperazine). Reactants: C(C1=CC=CC=C1)N(CCN)CC1=CC=CC=C1 (N,N-dibenzylethylenediamine), BrCC(C(F)(F)F)=O (bromo-3,3,3-trifluoropropanone), CS(=O)C (dimethyl sulfoxide), [BH4-].[Na+] (sodium borohydride). Run at time 21 hour. Solvent: C(C)O (ethanol), C(C)O (ethanol). As a reaction SMILES: Br[CH2:2][C:3](=O)[C:4]([F:7])([F:6])[F:5].CS(C)=O.C([N:20](CC1C=CC=CC=1)[CH2:21][CH2:22][NH2:23])C1C=CC=CC=1.[BH4-].[Na+]>C(O)C>[F:5][C:4]([F:7])([F:6])[CH:3]1[CH2:2][NH:23][CH2:22][CH2:21][NH:20]1 |f:3.4|. Reported procedure: A 12.3 g portion of bromo-3,3,3-trifluoropropanone was slowly added to 50 ml of dimethyl sulfoxide and stirred under a dry atmosphere for 21 hours and then diluted to 100 ml with ethanol. A solution of 31 g of N,N-dibenzylethylenediamine in 100 ml of ethanol was added dropwise and the mixture was stirred for 8 hours. A 2.43 g portion of sodium borohydride was added over 30 minutes, this mixture was stirred overnight then the ethanol was removed. The dimethyl sulfoxide residue was dissolved in wa... Starting materials: solution, B(Br)(Br)Br (boron tribromide), O (water), COC1=CC=C(C=C1)N(C(CN1C(N(C2=NC(=NC=C12)C1=CC=CC=C1)C)=O)=O)CC (8,9-dihydro-N-(4-methoxyphenyl)-9-methyl-N-ethyl-8-oxo-2-phenyl-7H-purin-7-acetamide). The solvent is ClCCl (dichloromethane), ClCCl (dichloromethane). Conditions: time 5 day. The product is OC1=CC=C(C=C1)N(C(CN1C(N(C2=NC(=NC=C12)C1=CC=CC=C1)C)=O)=O)CC (8,9-dihydro-N-(4-hydroxyphenyl)-9-methyl-N-ethyl-8-oxo-2-phenyl-7H-purin-7-acetamide). Isolated yield 47.4%. As a reaction SMILES: C[O:2][C:3]1[CH:8]=[CH:7][C:6]([N:9]([CH2:30][CH3:31])[C:10](=[O:29])[CH2:11][N:12]2[C:20]3[C:15](=[N:16][C:17]([C:21]4[CH:26]=[CH:25][CH:24]=[CH:23][CH:22]=4)=[N:18][CH:19]=3)[N:14]([CH3:27])[C:13]2=[O:28])=[CH:5][CH:4]=1.B(Br)(Br)Br.O>ClCCl>[OH:2][C:3]1[CH:8]=[CH:7][C:6]([N:9]([CH2:30][CH3:31])[C:10](=[O:29])[CH2:11][N:12]2[C:20]3[C:15](=[N:16][C:17]([C:21]4[CH:26]=[CH:25][CH:24]=[CH:23][CH:22]=4)=[N:18][CH:19]=3)[N:14]([CH3:27])[C:13]2=[O:28])=[CH:5][CH:4]=1. Procedure: To a mixture of 8,9-dihydro-N-(4-methoxyphenyl)-9-methyl-N-ethyl-8-oxo-2-phenyl-7H-purin-7-acetamide (0.83 g) obtained in Example 173 and dichloromethane (10 ml) is added a 1M solution of boron tribromide in dichloromethane (4 ml) at 0° C., and the mixture is stirred at room temperature for five days. To the reaction mixture is added water, and the precipitates are collected by filtration, washed with water, and recrystallized from ethanol and diisopropyl ether to give the desired compound (0.38...